This data is from the Open Reaction Database (ORD), a public repository of structured organic reaction records. The task is: describe an organic reaction: reactants, conditions, products, and yield Starting materials: ice, C1(CC1)C(C=C)(O)C1=CC=C(C=C1)OC(F)(F)F (1-cyclopropyl-1-(4-trifluoromethoxyphenyl)-2-propen-1-ol), N1=CC=CC=C1 (pyridine), S(=O)(Cl)Cl (thionyl chloride). The solvent is C(Cl)Cl (methylene chloride), ice, C(Cl)Cl (methylene chloride). Conditions: time 1 hour. Product: ClCC=C(C1=CC=C(C=C1)OC(F)(F)F)C1CC1 (3-chloro-1-cyclopropyl-1-(4-trifluoromethoxyphenyl)-1-propene). The yield is 82.0%. RXN SMILES: [CH:1]1([C:4]([C:8]2[CH:13]=[CH:12][C:11]([O:14][C:15]([F:18])([F:17])[F:16])=[CH:10][CH:9]=2)(O)[CH:5]=[CH2:6])[CH2:3][CH2:2]1.N1C=CC=CC=1.S(Cl)([Cl:27])=O>C(Cl)Cl>[Cl:27][CH2:6][CH:5]=[C:4]([CH:1]1[CH2:3][CH2:2]1)[C:8]1[CH:13]=[CH:12][C:11]([O:14][C:15]([F:18])([F:17])[F:16])=[CH:10][CH:9]=1. Procedure: Under a nitrogen atmosphere a solution of 130.0 grams (0.5 mole) of 1-cyclopropyl-1-(4-trifluoromethoxyphenyl)-2-propen-1-ol and 49.3 grams (0.54 mole) of pyridine in 500 mL of methylene chloride was stirred, and 60.2 grams of thionyl chloride was added dropwise during a 30 minute period. The reaction mixture was maintained at 0° to 10° C. throughout the addition. Upon completion of addition the reaction mixture was stirred for 1 hour and then was diluted with 500 mL of methylene chloride and 50... The reactants are ClCc1ccc(OCc2ccccc2)cc1, CS(C)=O, [K+], [K+], O=C1NCCN1, O=C([O-])[O-], O. Product: O=C1NCCN1Cc1ccc(OCc2ccccc2)cc1. As a reaction SMILES: [CH2:13]([c:14]1[cH:15][cH:16][cH:17][cH:18][cH:19]1)[O:20][c:21]1[cH:22][cH:23][c:24]([CH2:25][Cl:26])[cH:27][cH:28]1.[CH3:30][S:31]([CH3:32])=[O:33].[K+:7].[K+:8].[NH:1]1[C:2](=[O:6])[NH:3][CH2:4][CH2:5]1.[O-:9][C:10]([O-:11])=[O:12].[OH2:29]>>[N:1]1([CH2:25][c:24]2[cH:23][cH:22][c:21]([O:20][CH2:13][c:14]3[cH:15][cH:16][cH:17][cH:18][cH:19]3)[cH:28][cH:27]2)[C:2](=[O:6])[NH:3][CH2:4][CH2:5]1. Starting materials: Br, CC(=O)O, COc1ccc(N2CCN(n3ccnc3)CC2)cc1. Product: Oc1ccc(N2CCN(n3ccnc3)CC2)cc1. As a reaction SMILES: [BrH:20].[CH3:21][C:22](=[O:23])[OH:24].[n:1]1([N:6]2[CH2:7][CH2:8][N:9]([c:12]3[cH:13][cH:14][c:15]([O:18][CH3:19])[cH:16][cH:17]3)[CH2:10][CH2:11]2)[cH:2][n:3][cH:4][cH:5]1>>[n:1]1([N:6]2[CH2:7][CH2:8][N:9]([c:12]3[cH:13][cH:14][c:15]([OH:18])[cH:16][cH:17]3)[CH2:10][CH2:11]2)[cH:2][n:3][cH:4][cH:5]1. The reactants are COC(=O)COc1ccc(Cl)cc1Cc1cccc(C(F)(F)F)c1, CC(C)C[AlH]CC(C)C, NCCNS(=O)(=O)c1cccc2cnccc12. Product: O=S(=O)(NCCNCCOc1ccc(Cl)cc1Cc1cccc(C(F)(F)F)c1)c1cccc2cnccc12. Reaction SMILES: [CH3:10][O:11][C:12]([CH2:13][O:14][c:15]1[c:16]([CH2:22][c:23]2[cH:24][c:25]([C:29]([F:30])([F:31])[F:32])[cH:26][cH:27][cH:28]2)[cH:17][c:18]([Cl:21])[cH:19][cH:20]1)=[O:33].[CH3:1][CH:2]([CH2:3][AlH:4][CH2:5][CH:6]([CH3:7])[CH3:8])[CH3:9].[NH2:34][CH2:35][CH2:36][NH:37][S:38](=[O:39])(=[O:40])[c:41]1[c:42]2[cH:43][cH:44][n:45][cH:46][c:47]2[cH:48][cH:49][cH:50]1>>[CH2:12]([CH2:13][O:14][c:15]1[c:16]([CH2:22][c:23]2[cH:24][c:25]([C:29]([F:30])([F:31])[F:32])[cH:26][cH:27][cH:28]2)[cH:17][c:18]([Cl:21])[cH:19][cH:20]1)[NH:34][CH2:35][CH2:36][NH:37][S:38](=[O:39])(=[O:40])[c:41]1[c:42]2[cH:43][cH:44][n:45][cH:46][c:47]2[cH:48][cH:49][cH:50]1. Yields the product NC1=CC=NC2=CC=CC=C12 (4-aminoquinoline). The reactants are OC1=CC=NC2=CC=CC=C12 (4-hydroxyquinoline), [H-].[Na+] (NaH), C(=O)([O-])[O-].[Cs+].[Cs+] (Cs2CO3), BrC(C(=O)N)(C)C (2-bromo-2-methyl-propanamide), [H-].[Na+] (NaH). The yield is 26.2%. Procedure: To a solution of 4-hydroxyquinoline (537 mg, 3.70 mmol) in dioxane (20 mL) was added NaH (Aldrich, dry, 300 mg, 12.2 mmol) and Cs2CO3 (4.00 g, 12.2 mmol). The resulting mixture was stirred at room temperature for about 30 minutes, then 2-bromo-2-methyl-propanamide (2.03 g, 12.2 mmol) was added and the resulting mixture was stirred at reflux for 16 h. After the reflux period, NMP (20 mL), DMPU (2 mL), and NaH (Aldrich, dry, 100 mg, 4.07 mmol) were added. The resulting mixture was stirred at 150° ... As a reaction SMILES: O[C:2]1[C:11]2[C:6](=[CH:7][CH:8]=[CH:9][CH:10]=2)[N:5]=[CH:4][CH:3]=1.[H-].[Na+].C([O-])([O-])=O.[Cs+].[Cs+].BrC(C)(C)C([NH2:24])=O>O1CCOCC1.C(Cl)(Cl)Cl.CO.CN1C(=O)N(C)CCC1.CN1C(=O)CCC1>[NH2:24][C:2]1[C:11]2[C:6](=[CH:7][CH:8]=[CH:9][CH:10]=2)[N:5]=[CH:4][CH:3]=1 |f:1.2,3.4.5,8.9|. Run at time 30 minute. The solvent is C(Cl)(Cl)Cl.CO (CHCl3 MeOH), O1CCOCC1 (dioxane), CN1CCCN(C1=O)C (DMPU), CN1CCCC1=O (NMP). Starting materials: CC(C)N(C)CC=CC(=O)O, Fc1ccc(Nc2ncnc3sc4c(c23)CNC4)cc1Cl, Cl. The product is CC(C)N(C)CC=CC(=O)N1Cc2sc3ncnc(Nc4ccc(F)c(Cl)c4)c3c2C1. Reaction SMILES: [CH3:23][N:24]([CH2:25][CH:26]=[CH:27][C:28](=[O:29])[OH:30])[CH:31]([CH3:32])[CH3:33].[Cl:1][c:2]1[cH:3][c:4]([NH:9][c:10]2[c:11]3[c:12]([n:13][cH:14][n:15]2)[s:16][c:17]2[c:18]3[CH2:19][NH:20][CH2:21]2)[cH:5][cH:6][c:7]1[F:8].[ClH:22]>>[Cl:1][c:2]1[cH:3][c:4]([NH:9][c:10]2[c:11]3[c:12]([n:13][cH:14][n:15]2)[s:16][c:17]2[c:18]3[CH2:19][N:20]([C:28]([CH:27]=[CH:26][CH2:25][N:24]([CH3:23])[CH:31]([CH3:32])[CH3:33])=[O:29])[CH2:21]2)[cH:5][cH:6][c:7]1[F:8].